Dataset: the Open Reaction Database (ORD), a public repository of structured organic reaction records. Task: describe an organic reaction: reactants, conditions, products, and yield Starting materials: CCOC(C)=O, CCOC(=O)CNC(=O)CNC(=O)C(CC1CCCCC1)NC(=O)OC(C)(C)C, CCOC(C)=O, CCOCC, Cl. Product: CCOC(=O)CNC(=O)CNC(=O)C(N)CC1CCCCC1, Cl. Reaction SMILES: [C:1]([O:2][CH2:3][CH3:4])(=[O:5])[CH3:6].[CH2:8]([CH3:9])[O:10][C:11]([CH2:12][NH:13][C:14]([CH2:15][NH:16][C:17]([CH:18]([NH:19][C:20]([O:21][C:22]([CH3:23])([CH3:24])[CH3:25])=[O:26])[CH2:27][CH:28]1[CH2:29][CH2:30][CH2:31][CH2:32][CH2:33]1)=[O:34])=[O:35])=[O:36].[CH3:37][CH2:38][O:39][C:40](=[O:41])[CH3:42].[CH3:43][CH2:44][O:45][CH2:46][CH3:47].[ClH:7]>>[CH2:8]([CH3:9])[O:10][C:11]([CH2:12][NH:13][C:14]([CH2:15][NH:16][C:17]([CH:18]([NH2:19])[CH2:27][CH:28]1[CH2:29][CH2:30][CH2:31][CH2:32][CH2:33]1)=[O:34])=[O:35])=[O:36].[ClH:7].